Task: describe an organic reaction: reactants, conditions, products, and yield. Dataset: the Open Reaction Database (ORD), a public repository of structured organic reaction records Starting materials: C(C)OC1(CC1)C1=C(C=C(C=C1)C#C)C(C)C (1-(1-ethoxycyclopropyl)-4-ethynyl-2-isopropylbenzene), C(C)OC1(CC1)C1=C(C=C(C=C1)C#C)C(C)C (1-(1-ethoxycyclopropyl)-4-ethynyl-2-isopropylbenzene), C(C1=CC=CC=C1)(=O)O.C(C)OC(C1=CC=C(C=C1)I)=O (ethyl-4-iodo-benzoate benzoate), C(C1=CC=CC=C1)(=O)O.C(C)OC(C1=CC=C(C=C1)I)=O (ethyl-4-iodo-benzoate benzoate). The reagents and catalysts are [Cu]I (copper(I)iodide), Cl[Pd]([P](C1=CC=CC=C1)(C2=CC=CC=C2)C3=CC=CC=C3)([P](C4=CC=CC=C4)(C5=CC=CC=C5)C6=CC=CC=C6)Cl (Dichlorobis(triphenylphosphine)-palladium(II)). The solvent is C(C)N(CC)CC (triethylamine). Reaction conditions: time 8 hour. The product is EtOAc-hexanes, C(C)OC1(CC1)C1=C(C=C(C=C1)C#CC1=CC=C(C(=O)OCC)C=C1)C(C)C (Ethyl 4-[4-(1-ethoxycyclopropyl)-3-isopropyl-phenylethynyl]-benzoate). Isolated yield 33.8%. RXN SMILES: [CH2:1]([O:3][C:4]1([C:7]2[CH:12]=[CH:11][C:10]([C:13]#[CH:14])=[CH:9][C:8]=2[CH:15]([CH3:17])[CH3:16])[CH2:6][CH2:5]1)[CH3:2].C(O)(=O)C1C=CC=CC=1.[CH2:27]([O:29][C:30](=[O:38])[C:31]1[CH:36]=[CH:35][C:34](I)=[CH:33][CH:32]=1)[CH3:28]>C(N(CC)CC)C.[Cu]I.Cl[Pd](Cl)([P](C1C=CC=CC=1)(C1C=CC=CC=1)C1C=CC=CC=1)[P](C1C=CC=CC=1)(C1C=CC=CC=1)C1C=CC=CC=1>[CH2:1]([O:3][C:4]1([C:7]2[CH:12]=[CH:11][C:10]([C:13]#[C:14][C:34]3[CH:35]=[CH:36][C:31]([C:30]([O:29][CH2:27][CH3:28])=[O:38])=[CH:32][CH:33]=3)=[CH:9][C:8]=2[CH:15]([CH3:16])[CH3:17])[CH2:6][CH2:5]1)[CH3:2] |f:1.2,^1:50,69|. Procedure details: Using General Procedure F; 1-(1-ethoxycyclopropyl)-4-ethynyl-2-isopropylbenzene (Intermediate 103, 50.0 mg, 0.22 mmol) and ethyl-4-iodo benzoate (Reagent A, 60.0 mg, 0.22 mmol) in triethylamine (5 mL) was treated with copper(I)iodide (14.0 mg, 0.07 mmol) and sparged with argon for 5 minutes. Dichlorobis(triphenylphosphine)-palladium(II) (51 mg, 0.07 mmol) was added and the reaction mixture was stirred overnight at room temperature. Column chromatography (1-2% EtOAc-hexanes) afforded 28.0 mg (34%...